Dataset: the Open Reaction Database (ORD), a public repository of structured organic reaction records. Task: describe an organic reaction: reactants, conditions, products, and yield Reactants: BrC1=CC=C(C=C1)C1(CC1)C(=O)N1C[C@]2(CC1)OC(C1=C2C=CC=C1)=O ((1R)-1′-{[1-(4-Bromophenyl)cyclopropyl]carbonyl}-3H-spiro[2-benzofuran-1,3′-pyrrolidin]-3-one), N1CCCC1 (pyrrolidine), 1,8-diazabicyclo[5.4.0]undec-7-one, O1CCCC1 (tetrahydrofuran). Reagents/catalysts: [C-]#[O+].[C-]#[O+].[C-]#[O+].[C-]#[O+].[C-]#[O+].[C-]#[O+].[Mo] (molybdenum hexacarbonyl), CC1=CC=CC=C1P(C2=CC=CC=C2C)C3=CC=CC=C3[CH2-].CC1=CC=CC=C1P(C2=CC=CC=C2C)C3=CC=CC=C3[CH2-].CC(=O)O.CC(=O)O.[Pd].[Pd] (trans-di(μ-acetato)bis[o-(di-o-tolylphosphino)benzyl]dipalladium (II)). Yields the product N1(CCCC1)C(=O)C1=CC=C(C=C1)C1(CC1)C(=O)N1C[C@]2(CC1)OC(C1=C2C=CC=C1)=O ((1R)-1′-({1-[4-(Pyrrolidin-1-ylcarbonyl)phenyl]cyclopropyl}carbonyl)-3H-spiro[2-benzofuran-1,3′-pyrrolidin]-3-one). Isolated yield 78.7%. Reaction SMILES: Br[C:2]1[CH:7]=[CH:6][C:5]([C:8]2([C:11]([N:13]3[CH2:17][CH2:16][C@@:15]4([C:21]5[CH:22]=[CH:23][CH:24]=[CH:25][C:20]=5[C:19](=[O:26])[O:18]4)[CH2:14]3)=[O:12])[CH2:10][CH2:9]2)=[CH:4][CH:3]=1.[NH:27]1[CH2:31][CH2:30][CH2:29][CH2:28]1.[O:32]1CCC[CH2:33]1>[C-]#[O+].[C-]#[O+].[C-]#[O+].[C-]#[O+].[C-]#[O+].[C-]#[O+].[Mo].CC1C(P(C2C([CH2-])=CC=CC=2)C2C(C)=CC=CC=2)=CC=CC=1.CC1C(P(C2C([CH2-])=CC=CC=2)C2C(C)=CC=CC=2)=CC=CC=1.CC(O)=O.CC(O)=O.[Pd].[Pd]>[N:27]1([C:33]([C:2]2[CH:3]=[CH:4][C:5]([C:8]3([C:11]([N:13]4[CH2:17][CH2:16][C@@:15]5([C:21]6[CH:22]=[CH:23][CH:24]=[CH:25][C:20]=6[C:19](=[O:26])[O:18]5)[CH2:14]4)=[O:12])[CH2:10][CH2:9]3)=[CH:6][CH:7]=2)=[O:32])[CH2:31][CH2:30][CH2:29][CH2:28]1 |f:3.4.5.6.7.8.9,10.11.12.13.14.15|. Procedure details: A mixture of (1R)-1′-{[1-(4-bromophenyl)cyclopropyl]carbonyl}-3H-spiro[2-benzofuran-1,3′-pyrrolidin]-3-one (68.0 mg, 0.000165 mol, example 238), pyrrolidine (42 μL, 0.00049 mol), molybdenum hexacarbonyl (44 mg, 0.00016 mol), trans-di(μ-acetato)bis[o-(di-o-tolylphosphino)benzyl]dipalladium (II) (16 mg, 0.000016 mol) and 1,8-diazabicyclo[5.4.0]undec-7-one (76 μL, 0.00049 mol) (DBU) in anhydrous tetrahydrofuran (2.0 mL, 0.025 mol) in a microwave vial was irradiated with microwaves to 150° C. for 30... The reactants are C1(=CC=CC=C1)C1OC(CN1)COC (2-phenyl-5-methoxymethyl oxazolidine), C(=O)(OC)CCC(=O)Cl (3-carbomethoxyproprionyl chloride), [OH-].[Na+] (sodium hydroxide). The solvent is C1=CC=CC=C1 (benzene). Yields the product C1(=CC=CC=C1)C1(OC(CN1)COC)C(CCC(=O)OC)=O (2-phenyl-2(3-carbomethoxypropionyl)5-methoxymethyl oxazolidine). Reaction SMILES: [C:1]1([CH:7]2[NH:11][CH2:10][CH:9]([CH2:12][O:13][CH3:14])[O:8]2)[CH:6]=[CH:5][CH:4]=[CH:3][CH:2]=1.[C:15]([CH2:19][CH2:20][C:21](Cl)=[O:22])([O:17][CH3:18])=[O:16].[OH-].[Na+]>C1C=CC=CC=1>[C:1]1([C:7]2([C:21](=[O:22])[CH2:20][CH2:19][C:15]([O:17][CH3:18])=[O:16])[NH:11][CH2:10][CH:9]([CH2:12][O:13][CH3:14])[O:8]2)[CH:2]=[CH:3][CH:4]=[CH:5][CH:6]=1 |f:2.3|. Procedure details: To 19.3 milliliters of 25 percent w/v, 2-phenyl-5-methoxymethyl oxazolidine solution in 50 milliliters of benzene with 3.8 grams of 3-carbomethoxyproprionyl chloride was added 2.0 grams of 50% sodium hydroxide. After the reaction was complete the mixture was washed with water, separated, dried and the organic solvent removed in vacuo. There was obtained 6.8 grams of the title compound, nD30 1.4913. Analytical data supports the structure. Reactants: COC(CC1CCN(CC1)C(=O)N1CCC(CC1)C1=CC=C(C=C1)NC(=O)C=1N=C(OC1C(F)(F)F)C1=CC=CC=C1)=O ([1-(4-{4-[(2-phenyl-5-trifluoromethyl-oxazole-4-carbonyl)-amino]-phenyl}-piperidine-1-carbonyl)-piperidin-4-yl]-acetic acid methyl ester), [OH-].[Li+] (lithium hydroxide). The solvent is O1CCOCC1 (dioxane), O (water). Product: C1(=CC=CC=C1)C=1OC(=C(N1)C(=O)NC1=CC=C(C=C1)C1CCN(CC1)C(=O)N1CCC(CC1)CC(=O)O)C(F)(F)F ([1-(4-{4-[(2-phenyl-5-trifluoromethyl-oxazole-4-carbonyl)-amino]-phenyl}-piperidine-1-carbonyl)-piperidin-4-yl]-acetic acid). Reaction SMILES: C[O:2][C:3](=[O:43])[CH2:4][CH:5]1[CH2:10][CH2:9][N:8]([C:11]([N:13]2[CH2:18][CH2:17][CH:16]([C:19]3[CH:24]=[CH:23][C:22]([NH:25][C:26]([C:28]4[N:29]=[C:30]([C:37]5[CH:42]=[CH:41][CH:40]=[CH:39][CH:38]=5)[O:31][C:32]=4[C:33]([F:36])([F:35])[F:34])=[O:27])=[CH:21][CH:20]=3)[CH2:15][CH2:14]2)=[O:12])[CH2:7][CH2:6]1.[OH-].[Li+]>O1CCOCC1.O>[C:37]1([C:30]2[O:31][C:32]([C:33]([F:34])([F:35])[F:36])=[C:28]([C:26]([NH:25][C:22]3[CH:21]=[CH:20][C:19]([CH:16]4[CH2:17][CH2:18][N:13]([C:11]([N:8]5[CH2:7][CH2:6][CH:5]([CH2:4][C:3]([OH:43])=[O:2])[CH2:10][CH2:9]5)=[O:12])[CH2:14][CH2:15]4)=[CH:24][CH:23]=3)=[O:27])[N:29]=2)[CH:42]=[CH:41][CH:40]=[CH:39][CH:38]=1 |f:1.2|. Procedure details: To a mixture of [1-(4-{4-[(2-phenyl-5-trifluoromethyl-oxazole-4-carbonyl)-amino]-phenyl}-piperidine-1-carbonyl)-piperidin-4-yl]-acetic acid methyl ester (70 mg, 0.117 mmol) in dioxane (3 mL) and water (3 mL) at room temperature was added lithium hydroxide (0.01 g, 0.24 mmol). The mixture was stirred at room temperature for about an hour. The mixture was acidified to pH of about 2 and then blown to dryness. Purification by reversed-phase HPLC gave [1-(4-{4-[(2-phenyl-5-trifluoromethyl-oxazole-4-c... Reactants: BrC1=CC=C(C=C1)C1=NC=2C(=NC=CC2)N1CC(=O)O (2-(4-bromophenyl)-3H-imidazo[4,5-b]pyridine-3-acetic acid), C(=O)(N1C=NC=C1)N1C=NC=C1 (1,1'-carbonyldiimidazole), CN(CCN)C (N,N-dimethylethylenediamine). Solvent: O1CCCC1 (tetrahydrofuran), O1CCCC1 (tetrahydrofuran). Reaction conditions: time 3 hour. Yields the product BrC1=CC=C(C=C1)C1=NC=2C(=NC=CC2)N1CC(=O)NCCN(C)C (2-(4-Bromophenyl)-N-[2-(dimethylamino)ethyl]-3H-imidazo[4,5-b]pyridine-3-acetamide). As a reaction SMILES: [Br:1][C:2]1[CH:7]=[CH:6][C:5]([C:8]2[N:16]([CH2:17][C:18]([OH:20])=O)[C:11]3=[N:12][CH:13]=[CH:14][CH:15]=[C:10]3[N:9]=2)=[CH:4][CH:3]=1.[C:21](N1C=CN=C1)([N:23]1[CH:27]=[CH:26][N:25]=[CH:24]1)=O.CN(C)CCN>O1CCCC1>[Br:1][C:2]1[CH:3]=[CH:4][C:5]([C:8]2[N:16]([CH2:17][C:18]([NH:25][CH2:26][CH2:27][N:23]([CH3:24])[CH3:21])=[O:20])[C:11]3=[N:12][CH:13]=[CH:14][CH:15]=[C:10]3[N:9]=2)=[CH:6][CH:7]=1. Reported procedure: A suspension of 2-(4-bromophenyl)-3H-imidazo[4,5-b]pyridine-3-acetic acid (5.0 g, 0.0151 mole), 1,1'-carbonyldiimidazole (2.45 g, 0.0151 mole), and anhydrous tetrahydrofuran (100 ml) was stirred at room temperature with a stream of nitrogen bubbling through it for 3 hours. The nitrogen flow was stopped and a solution of N,N-dimethylethylenediamine (1.46 g, 0.0166 mole) in dry tetrahydrofuran (25 ml) was added. The solution was stirred at room temperature under nitrogen for 2 hours. The reaction ... Reactants: ClC1=C(C=CC(=C1)Cl)C(CC1=NNC=C1)=O (1-(2,4-dichlorophenyl)-2-pyrazolylethan-1-one), N1=CNC2=C1C=CC=C2 (benzimidazole). Product: N1=C(NC2=C1C=CC=C2)CC(=O)C2=C(C=C(C=C2)Cl)Cl (2-Benzimidazolyl-1-(2,4-dichlorophenyl)ethan-1-one). Reaction SMILES: [Cl:1][C:2]1[CH:7]=[C:6]([Cl:8])[CH:5]=[CH:4][C:3]=1[C:9](=[O:16])[CH2:10][C:11]1C=CN[N:12]=1.[N:17]1[C:21]2[CH:22]=[CH:23][CH:24]=[CH:25][C:20]=2NC=1>>[N:17]1[C:21]2[CH:22]=[CH:23][CH:24]=[CH:25][C:20]=2[NH:12][C:11]=1[CH2:10][C:9]([C:3]1[CH:4]=[CH:5][C:6]([Cl:8])=[CH:7][C:2]=1[Cl:1])=[O:16]. Procedure: Made using the same procedure as for 1-(2,4-dichlorophenyl)-2-pyrazolylethan-1-one except that benzimidazole (5.3 g, 44.8 mmol) was used in place of pyrazole. The crude residue was purified on silica gel (50% EtOAc/hexanes) to yield a light yellow solid Starting materials: CON(C(=O)C=1C(=C2N(N=CC(=C2NC2=CC=C(C=C2)OC2=CC=CC=C2)C#N)C1)C)C (3-Cyano-5-methyl-4-(4-phenoxy-phenylamino)-pyrrolo[1,2-b]pyridazine-6-carboxylic acid methoxy-methyl-amide), C(#C)[Mg]Br (ethynylmagnesium bromide). Solvent: CCOCC (ether), C1CCOC1 (THF). Product: CC=1C(=CN2N=CC(=C(C21)NC2=CC=C(C=C2)OC2=CC=CC=C2)C#N)C(C#C)=O (5-Methyl-4-(4-phenoxy-phenylamino)-6-propynoyl-pyrrolo[1,2-b]pyridazine-3-carbonitrile). The yield is 54.6%. RXN SMILES: CON(C)[C:4]([C:6]1[C:7]([CH3:31])=[C:8]2[C:13]([NH:14][C:15]3[CH:20]=[CH:19][C:18]([O:21][C:22]4[CH:27]=[CH:26][CH:25]=[CH:24][CH:23]=4)=[CH:17][CH:16]=3)=[C:12]([C:28]#[N:29])[CH:11]=[N:10][N:9]2[CH:30]=1)=[O:5].[C:33]([Mg]Br)#[CH:34]>C1COCC1.CCOCC>[CH3:31][C:7]1[C:6]([C:4](=[O:5])[C:33]#[CH:34])=[CH:30][N:9]2[C:8]=1[C:13]([NH:14][C:15]1[CH:16]=[CH:17][C:18]([O:21][C:22]3[CH:27]=[CH:26][CH:25]=[CH:24][CH:23]=3)=[CH:19][CH:20]=1)=[C:12]([C:28]#[N:29])[CH:11]=[N:10]2. Procedure details: To a solution of amide from Example 417 (60 mg, 0.14 mmol) in THF (2 ml) at 0° C. was added ethynylmagnesium bromide (0.5 M in THF, 1.4 ml, 0.7 mmol). The reaction mixture was warmed to rt for 2 h, then heated at 50° C. for 2 h, and at rt overnight. Diluted with ether, washed with saturated NaHCO3, dried with Na2SO4. Concentrated in vacuo and purified by prep. TLC to give the title compound (30 mg, 32%) (5% MeOH—CHCl3). It has a retention time of 6.82 min (standard LCl method, 8 min run). LCMS F... Starting materials: O=[O+][O-] (ozone), CSC (methylsulfide), O=[O+][O-] (ozone), C(CC)C=1C=C(C(=O)OC)C=CC1C=C (methyl 3-propyl-4-vinylbenzoate), O=[O+][O-] (ozone). Run in CO (methanol), C(Cl)Cl (methylene chloride). Reaction conditions: time 12 hour. Yields the product C(=O)C1=C(C=C(C(=O)OC)C=C1)CCC (methyl 4-formyl-3-propylbenzoate). Yield: 59.0%. Reaction SMILES: [CH2:1]([C:4]1[CH:5]=[C:6]([CH:11]=[CH:12][C:13]=1[CH:14]=C)[C:7]([O:9][CH3:10])=[O:8])[CH2:2][CH3:3].[O:16]=[O+][O-].CSC>CO.C(Cl)Cl>[CH:14]([C:13]1[CH:12]=[CH:11][C:6]([C:7]([O:9][CH3:10])=[O:8])=[CH:5][C:4]=1[CH2:1][CH2:2][CH3:3])=[O:16]. Procedure: To a magnetically stirred solution of 2.796 g (14.0 mmol) of the product of Step B dissolved in a mixture of 15 mL methanol and 5 mL methylene chloride was introduced a slow stream of ozone at -78° C. After 15 minutes a persistent blue color of excess ozone was observed and the flow of ozone was stopped. Excess methylsulfide (2 mL) was added via syringe, the reaction mixture was allowed to warm to room temperature, and stirring was continued for 12 hours. The reaction mixture was then concentrat... Starting materials: ClC1=NC(=C2N=C(N(C2=N1)C)CCN1CCC(CC1)(O)C)N1CCOCC1 (1-[2-(2-chloro-9-methyl-6-morpholin-4-yl-9H-purin-8-yl)ethyl]-4-methylpiperidin-4-ol), C(C)C=1NC2=C(N1)C=CC=C2 (2-ethylbenzimidazole), CC(C)C1=CC(=C(C(=C1)C(C)C)C2=C(C=CC=C2)P(C3CCCCC3)C4CCCCC4)C(C)C (Xphos), C(=O)([O-])[O-].[Cs+].[Cs+] (Cs2CO3). Reagents/catalysts: C=1C=CC(=CC1)/C=C/C(=O)/C=C/C2=CC=CC=C2.C=1C=CC(=CC1)/C=C/C(=O)/C=C/C2=CC=CC=C2.C=1C=CC(=CC1)/C=C/C(=O)/C=C/C2=CC=CC=C2.[Pd].[Pd] (Pd2(dba)3). Solvent: O1CCOCC1 (dioxane). Conditions: temperature 120 celsius. The product is C(C)C1=NC2=C(N1C1=NC(=C3N=C(N(C3=N1)C)CCN1CCC(CC1)(O)C)N1CCOCC1)C=CC=C2 (1-(2-(2-(2-ethyl-1H-benzo[d]imidazol-1-yl)-9-methyl-6-morpholino-9H-purin-8-yl)ethyl)-4-methylpiperidin-4-ol). Yield: 82.9%. Reaction SMILES: Cl[C:2]1[N:10]=[C:9]2[C:5]([N:6]=[C:7]([CH2:12][CH2:13][N:14]3[CH2:19][CH2:18][C:17]([CH3:21])([OH:20])[CH2:16][CH2:15]3)[N:8]2[CH3:11])=[C:4]([N:22]2[CH2:27][CH2:26][O:25][CH2:24][CH2:23]2)[N:3]=1.[CH2:28]([C:30]1[NH:31][C:32]2[CH:38]=[CH:37][CH:36]=[CH:35][C:33]=2[N:34]=1)[CH3:29].CC(C1C=C(C(C)C)C(C2C=CC=CC=2P(C2CCCCC2)C2CCCCC2)=C(C(C)C)C=1)C.C([O-])([O-])=O.[Cs+].[Cs+]>O1CCOCC1.C1C=CC(/C=C/C(/C=C/C2C=CC=CC=2)=O)=CC=1.C1C=CC(/C=C/C(/C=C/C2C=CC=CC=2)=O)=CC=1.C1C=CC(/C=C/C(/C=C/C2C=CC=CC=2)=O)=CC=1.[Pd].[Pd]>[CH2:28]([C:30]1[N:31]([C:2]2[N:10]=[C:9]3[C:5]([N:6]=[C:7]([CH2:12][CH2:13][N:14]4[CH2:19][CH2:18][C:17]([CH3:21])([OH:20])[CH2:16][CH2:15]4)[N:8]3[CH3:11])=[C:4]([N:22]3[CH2:27][CH2:26][O:25][CH2:24][CH2:23]3)[N:3]=2)[C:32]2[CH:38]=[CH:37][CH:36]=[CH:35][C:33]=2[N:34]=1)[CH3:29] |f:3.4.5,7.8.9.10.11|. Procedure: A mixture of 1-[2-(2-chloro-9-methyl-6-morpholin-4-yl-9H-purin-8-yl)ethyl]-4-methylpiperidin-4-ol (45 mg, 0.11 mmol), 2-ethylbenzimidazole (18 mg, 0.13 mmol), Pd2(dba)3 (2.6 mg, 2.5 mol %), Xphos (5.4 mg, 10 mol %) and Cs2CO3 (56 mg, 0.17 mmol) in dioxane (1.0 mL) was purged with argon gas then heated at 120° C., for 17 h, in a sealed tube. The reaction mixture was loaded onto an Isolute® SCX-2 cartridge, washed with MeOH then the desired product eluted with 2 M NH3 in MeOH. The resulting residu... The reactants are C1CCOC1, COC(=O)CCC(C(N)=O)N1Cc2c(O)cccc2C1=O, CC(C)OC(=O)N=NC(=O)OC(C)C, OCc1ccc(CN2CCOCC2)cn1, c1ccc(P(c2ccccc2)c2ccccc2)cc1. The product is COC(=O)CCC(C(N)=O)N1Cc2c(OCc3ccc(CN4CCOCC4)cn3)cccc2C1=O. RXN SMILES: [CH2:70]1[O:71][CH2:72][CH2:73][CH2:74]1.[NH2:1][C:2]([CH:3]([CH2:4][CH2:5][C:6](=[O:7])[O:8][CH3:9])[N:10]1[C:11](=[O:20])[c:12]2[cH:13][cH:14][cH:15][c:16]([OH:19])[c:17]2[CH2:18]1)=[O:21].[O:41]=[C:42]([O:43][CH:44]([CH3:45])[CH3:46])[N:47]=[N:48][C:49]([O:50][CH:51]([CH3:52])[CH3:53])=[O:54].[O:55]1[CH2:56][CH2:57][N:58]([CH2:61][c:62]2[cH:63][cH:64][c:65]([CH2:68][OH:69])[n:66][cH:67]2)[CH2:59][CH2:60]1.[c:22]1([P:23]([c:24]2[cH:25][cH:26][cH:27][cH:28][cH:29]2)[c:30]2[cH:31][cH:32][cH:33][cH:34][cH:35]2)[cH:36][cH:37][cH:38][cH:39][cH:40]1>>[NH2:1][C:2]([CH:3]([CH2:4][CH2:5][C:6](=[O:7])[O:8][CH3:9])[N:10]1[C:11](=[O:20])[c:12]2[cH:13][cH:14][cH:15][c:16]([O:19][CH2:68][c:65]3[cH:64][cH:63][c:62]([CH2:61][N:58]4[CH2:57][CH2:56][O:55][CH2:60][CH2:59]4)[cH:67][n:66]3)[c:17]2[CH2:18]1)=[O:21]. Product: ClC1=CC=NC=2N1N=CC2C(=O)OCC (ethyl 7-chloropyrazolo[1,5-a]pyrimidine-3-carboxylate). Conditions: temperature 80 celsius. Procedure: To a stirred suspension ethyl 7-hydroxypyrazolo[1,5-a]pyrimidine-3-carboxylate (0.95 g, 4.6 mmol) in POCl3 (8.0 mL, 86 mmol) was added dimethyl aniline (0.8 μL, 0.006 mmol) and the mixture was heated at 80° C. for 2 hours. The mixture was slowly poured onto ice, and the pH was carefully adjusted to ˜7 with 1N NaOH, then to pH 10 with solid Na2CO3. The mixture was then extracted with dichloromethane (3×). The organics were combined, washed with brine, dried (MgSO4) and evaporated to dryness. Trit... Reaction SMILES: O[C:2]1[N:7]2[N:8]=[CH:9][C:10]([C:11]([O:13][CH2:14][CH3:15])=[O:12])=[C:6]2[N:5]=[CH:4][CH:3]=1.O=P(Cl)(Cl)[Cl:18].[OH-].[Na+].C([O-])([O-])=O.[Na+].[Na+]>CN(C)C1C=CC=CC=1>[Cl:18][C:2]1[N:7]2[N:8]=[CH:9][C:10]([C:11]([O:13][CH2:14][CH3:15])=[O:12])=[C:6]2[N:5]=[CH:4][CH:3]=1 |f:2.3,4.5.6|. Isolated yield 25.1%. Reagents/catalysts: CN(C1=CC=CC=C1)C (dimethyl aniline). Starting materials: C(=O)([O-])[O-].[Na+].[Na+] (Na2CO3), OC1=CC=NC=2N1N=CC2C(=O)OCC (ethyl 7-hydroxypyrazolo[1,5-a]pyrimidine-3-carboxylate), O=P(Cl)(Cl)Cl (POCl3), [OH-].[Na+] (NaOH).